The task is: describe an organic reaction: reactants, conditions, products, and yield. This data is from the Open Reaction Database (ORD), a public repository of structured organic reaction records. The reactants are C(C)OC(CCCNC(=O)C=1C(=C2C=C(C(N(C2=CN1)CC1=CC=CC=C1)=O)C1=CC=CC=C1)O)=O (4-[(1-benzyl-5-hydroxy-2-oxo-3-phenyl-1,2-dihydro-[1,7]naphthyridine-6-carbonyl)-amino]-butyric acid ethyl ester), [OH-].[Na+] (NaOH), C1CCOC1 (THF). The solvent is CO (MeOH). Run at time 16 hour. The product is C(C1=CC=CC=C1)N1C(C(=CC2=C(C(=NC=C12)C(=O)NCCCC(=O)O)O)C1=CC=CC=C1)=O (4-[(1-Benzyl-5-hydroxy-2-oxo-3-phenyl-1,2-dihydro-[1,7]naphthyridine-6-carbonyl)-amino]-butyric acid). Isolated yield 75.7%. Reaction SMILES: C([O:3][C:4](=[O:36])[CH2:5][CH2:6][CH2:7][NH:8][C:9]([C:11]1[C:12]([OH:35])=[C:13]2[C:18](=[CH:19][N:20]=1)[N:17]([CH2:21][C:22]1[CH:27]=[CH:26][CH:25]=[CH:24][CH:23]=1)[C:16](=[O:28])[C:15]([C:29]1[CH:34]=[CH:33][CH:32]=[CH:31][CH:30]=1)=[CH:14]2)=[O:10])C.[OH-].[Na+].C1COCC1>CO>[CH2:21]([N:17]1[C:18]2[C:13](=[C:12]([OH:35])[C:11]([C:9]([NH:8][CH2:7][CH2:6][CH2:5][C:4]([OH:36])=[O:3])=[O:10])=[N:20][CH:19]=2)[CH:14]=[C:15]([C:29]2[CH:30]=[CH:31][CH:32]=[CH:33][CH:34]=2)[C:16]1=[O:28])[C:22]1[CH:27]=[CH:26][CH:25]=[CH:24][CH:23]=1 |f:1.2|. Procedure: A mixture of 4-[(1-benzyl-5-hydroxy-2-oxo-3-phenyl-1,2-dihydro-[1,7]naphthyridine-6-carbonyl)-amino]-butyric acid ethyl ester (38 mg, 0.078 mmol), 2M aq. NaOH (4 mL), THF (4 mL) and MeOH (4 mL) was stirred at r.t. for 16 h. Solvent was evaporated in vacuo to one-third of its original volume, and the mixture was placed in an ice bath. 1 M HCl was added until pH about 2, and the resulting precipitate was collected by filtration and dried to give 27 mg of the title compound as a pale yellow solid. ... Reactants: OCC(C(=O)NC=1C=C2C=CN=CC2=CC1)C1=CC=CC=C1 (3-hydroxy-N-(isoquinolin-6-yl)-2-phenylpropanamide), CS(=O)(=O)Cl (MsCl), NaHCO3(sat). Solvent: N1=CC=CC=C1 (pyridine). Conditions: temperature 0 celsius, time 2.5 hour. Yields the product CS(=O)(=O)OCC(C(=O)NC=1C=C2C=CN=CC2=CC1)C1=CC=CC=C1 (3-(isoquinolin-6-ylamino)-3-oxo-2-phenylpropyl methanesulfonate). As a reaction SMILES: [OH:1][CH2:2][CH:3]([C:17]1[CH:22]=[CH:21][CH:20]=[CH:19][CH:18]=1)[C:4]([NH:6][C:7]1[CH:8]=[C:9]2[C:14](=[CH:15][CH:16]=1)[CH:13]=[N:12][CH:11]=[CH:10]2)=[O:5].[CH3:23][S:24](Cl)(=[O:26])=[O:25]>N1C=CC=CC=1>[CH3:23][S:24]([O:1][CH2:2][CH:3]([C:17]1[CH:22]=[CH:21][CH:20]=[CH:19][CH:18]=1)[C:4]([NH:6][C:7]1[CH:8]=[C:9]2[C:14](=[CH:15][CH:16]=1)[CH:13]=[N:12][CH:11]=[CH:10]2)=[O:5])(=[O:26])=[O:25]. Procedure: To 3-hydroxy-N-(isoquinolin-6-yl)-2-phenylpropanamide (E402) in pyridine at 0° C. was added MsCl, and this solution was stirred at 0° C. for 2.5 h. The mixture was poured into NaHCO3(sat) and extracted with EtOAc. The combined organics were dried (Na2SO4), filtered, and evaporated to give 3-(isoquinolin-6-ylamino)-3-oxo-2-phenylpropyl methanesulfonate (E403). Starting materials: CC#N, O=C[N-]C=O, Cn1cc(C(=O)CCl)cc1C(=O)c1ccc(Cl)cc1, [Na+]. RXN SMILES: [CH3:26][C:27]#[N:28].[CH:20](=[O:21])[N-:22][CH:23]=[O:24].[Cl:1][CH2:2][C:3](=[O:4])[c:5]1[cH:6][n:7]([CH3:19])[c:8]([C:10]([c:11]2[cH:12][cH:13][c:14]([Cl:17])[cH:15][cH:16]2)=[O:18])[cH:9]1.[Na+:25]>>[CH2:2]([C:3](=[O:4])[c:5]1[cH:6][n:7]([CH3:19])[c:8]([C:10]([c:11]2[cH:12][cH:13][c:14]([Cl:17])[cH:15][cH:16]2)=[O:18])[cH:9]1)[N:22]([CH:20]=[O:21])[CH:23]=[O:24]. The product is Cn1cc(C(=O)CN(C=O)C=O)cc1C(=O)c1ccc(Cl)cc1. The reactants are N1(CCOCC1)CCNC(=S)N (N-(2-morpholin-4-ylethyl)thiourea), BrC(C(=O)OCC)C(C)C (ethyl 2-bromo-3-methylbutanoate). Yields the product C(C)(C)C1C(N=C(S1)NCCN1CCOCC1)=O (5-Isopropyl-2-[(2-morpholin-4-ylethyl)amino]-1,3-thiazol-4(5H)-one). Reaction SMILES: [N:1]1([CH2:7][CH2:8][NH:9][C:10]([NH2:12])=[S:11])[CH2:6][CH2:5][O:4][CH2:3][CH2:2]1.Br[CH:14]([CH:20]([CH3:22])[CH3:21])[C:15](OCC)=[O:16]>>[CH:20]([CH:14]1[S:11][C:10]([NH:9][CH2:8][CH2:7][N:1]2[CH2:2][CH2:3][O:4][CH2:5][CH2:6]2)=[N:12][C:15]1=[O:16])([CH3:22])[CH3:21]. Procedure: Synthesis was performed from N-(2-morpholin-4-ylethyl)thiourea and ethyl 2-bromo-3-methylbutanoate according to Method C.